Dataset: the Open Reaction Database (ORD), a public repository of structured organic reaction records. Task: describe an organic reaction: reactants, conditions, products, and yield Reactants: C(C)(C)(C)OC(=O)NCC1CN(CC1)CCCCNC(=O)C1=CC(=CC=2N(CCOC21)C)Cl (N-(4-(3-tert-Butoxycarbonylaminomethylpyrrolidin-1-yl)butyl)-6-chloro-4-methyl-3,4-dihydro-2H-1,4-benzoxazine-8-carboxamide), NC1=CC(=C(C(=O)O)C=C1Cl)OC (4-amino-5-chloro-2-methoxybenzoic acid). The product is NC1=CC(=C(C(=O)NCC2CN(CC2)CCCCNC(=O)C2=CC(=CC=3N(CCOC32)C)Cl)C=C1Cl)OC (N-(4-(3-(4-amino-5-chloro-2-methoxybenzoylaminomethyl)-pyrrolidin-1-yl)butyl)-6-chloro-4-methyl-3,4-dihydro-2H-1,4-benzoxazine-8-carboxamide). Reaction SMILES: C(O[C:6]([NH:8][CH2:9][CH:10]1[CH2:14][CH2:13][N:12]([CH2:15][CH2:16][CH2:17][CH2:18][NH:19][C:20]([C:22]2[C:31]3[O:30][CH2:29][CH2:28][N:27]([CH3:32])[C:26]=3[CH:25]=[C:24]([Cl:33])[CH:23]=2)=[O:21])[CH2:11]1)=[O:7])(C)(C)C.[NH2:34][C:35]1[C:43]([Cl:44])=[CH:42][C:38](C(O)=O)=[C:37]([O:45][CH3:46])[CH:36]=1>>[NH2:34][C:35]1[C:43]([Cl:44])=[CH:42][C:38]([C:6]([NH:8][CH2:9][CH:10]2[CH2:14][CH2:13][N:12]([CH2:15][CH2:16][CH2:17][CH2:18][NH:19][C:20]([C:22]3[C:31]4[O:30][CH2:29][CH2:28][N:27]([CH3:32])[C:26]=4[CH:25]=[C:24]([Cl:33])[CH:23]=3)=[O:21])[CH2:11]2)=[O:7])=[C:37]([O:45][CH3:46])[CH:36]=1. Procedure: N-(4-(3-tert-Butoxycarbonylaminomethylpyrrolidin-1-yl)butyl)-6-chloro-4-methyl-3,4-dihydro-2H-1,4-benzoxazine-8-carboxamide (0.7 g) as starting compound was reacted and treated in the same manner as in Example 67 using 4-amino-5-chloro-2-methoxybenzoic acid (0.37 g) to give N-(4-(3-(4-amino-5-chloro-2-methoxybenzoylaminomethyl)-pyrrolidin-1-yl)butyl)-6-chloro-4-methyl-3,4-dihydro-2H-1,4-benzoxazine-8-carboxamide. Reactants: CCN(CC)C(CCOc1ccc(C(=O)N2c3ccccc3C(N(C(C)=O)c3ccc(Cl)cc3)CC2C)cc1)C(=O)OC, CO, [K+], C1CCOC1, [OH-]. Yields the product CCN(CC)C(CCOc1ccc(C(=O)N2c3ccccc3C(N(C(C)=O)c3ccc(Cl)cc3)CC2C)cc1)C(=O)O. RXN SMILES: [C:1]([CH3:2])(=[O:3])[N:4]([CH:5]1[CH2:6][CH:7]([CH3:36])[N:8]([C:15](=[O:16])[c:17]2[cH:18][cH:19][c:20]([O:21][CH2:22][CH2:23][CH:24]([C:25](=[O:26])[O:27][CH3:28])[N:29]([CH2:30][CH3:31])[CH2:32][CH3:33])[cH:34][cH:35]2)[c:9]2[cH:10][cH:11][cH:12][cH:13][c:14]21)[c:37]1[cH:38][cH:39][c:40]([Cl:43])[cH:41][cH:42]1.[CH3:46][OH:47].[K+:45].[O:48]1[CH2:49][CH2:50][CH2:51][CH2:52]1.[OH-:44]>>[C:1]([CH3:2])(=[O:3])[N:4]([CH:5]1[CH2:6][CH:7]([CH3:36])[N:8]([C:15](=[O:16])[c:17]2[cH:18][cH:19][c:20]([O:21][CH2:22][CH2:23][CH:24]([C:25](=[O:26])[OH:27])[N:29]([CH2:30][CH3:31])[CH2:32][CH3:33])[cH:34][cH:35]2)[c:9]2[cH:10][cH:11][cH:12][cH:13][c:14]21)[c:37]1[cH:38][cH:39][c:40]([Cl:43])[cH:41][cH:42]1. Reactants: ClC1=CC=C(C=C1)O (p-chlorophenol), C[O-].[Na+] (sodium methoxide), BrC(C(=O)OC)C1=CC=C(C=C1)OC1=CC=C(C=C1)C(C)(C)C (methyl α-bromo-α-[p-(p-tert-butylphenoxy)phenyl]acetate), O (water). Reagents/catalysts: [I-].[K+] (potassium iodide). The solvent is C1=CC=CC=C1 (benzene). Product: ClC1=CC=C(OC(C(=O)OC)C2=CC=C(C=C2)OC2=CC=C(C=C2)C(C)(C)C)C=C1 (Methyl α-(p-chlorophenoxy)-α-[p-(p-tert-butylphenoxy)phenyl]acetate). The yield is 86.7%. Reaction SMILES: [Cl:1][C:2]1[CH:7]=[CH:6][C:5]([OH:8])=[CH:4][CH:3]=1.C[O-].[Na+].Br[CH:13]([C:18]1[CH:23]=[CH:22][C:21]([O:24][C:25]2[CH:30]=[CH:29][C:28]([C:31]([CH3:34])([CH3:33])[CH3:32])=[CH:27][CH:26]=2)=[CH:20][CH:19]=1)[C:14]([O:16][CH3:17])=[O:15].O>C1C=CC=CC=1.[I-].[K+]>[Cl:1][C:2]1[CH:7]=[CH:6][C:5]([O:8][CH:13]([C:18]2[CH:23]=[CH:22][C:21]([O:24][C:25]3[CH:26]=[CH:27][C:28]([C:31]([CH3:34])([CH3:33])[CH3:32])=[CH:29][CH:30]=3)=[CH:20][CH:19]=2)[C:14]([O:16][CH3:17])=[O:15])=[CH:4][CH:3]=1 |f:1.2,6.7|. Reported procedure: To a solution of 3.21 g of p-chlorophenol, 1.19 g of sodium methoxide and 50 mg of potassium iodide was added 7.54 g of methyl α-bromo-α-[p-(p-tert-butylphenoxy)phenyl]acetate in 10 ml of benzene. The mixture was refluxed overnight and cooled to room temperature. The mixture was then poured into 100 ml of water and extracted with 2×75 ml of ether. The combined extracts were washed with 50 ml of 5% NaOH, 2×50 ml of water, 50 ml saturated brine and dried (MgSO4). Evaporation of the solvent yielded...